From a dataset of the Open Reaction Database (ORD), a public repository of structured organic reaction records. describe an organic reaction: reactants, conditions, products, and yield The reactants are C(C)(=O)[O-].[Na+] (sodium acetate), ClC1=CC=C(C=C1)CC(C(F)(F)F)=O (3-(p-Chlorophenyl)-1,1,1-trifluoro-2-propanone), C(C)O (ethanol), Cl.NO (hydroxylamine hydrochloride). Run in O (water), O (water), O (water). Product: ClC1=CC=C(C=C1)CC(C(F)(F)F)=NO (3-(p-Chlorophenyl)-1,1,1-trifluoro-2-propanone oxime). Yield: 110.7%. As a reaction SMILES: [Cl:1][C:2]1[CH:7]=[CH:6][C:5]([CH2:8][C:9](=O)[C:10]([F:13])([F:12])[F:11])=[CH:4][CH:3]=1.C(O)C.Cl.[NH2:19][OH:20].C([O-])(=O)C.[Na+]>O>[Cl:1][C:2]1[CH:7]=[CH:6][C:5]([CH2:8][C:9](=[N:19][OH:20])[C:10]([F:13])([F:12])[F:11])=[CH:4][CH:3]=1 |f:2.3,4.5|. Procedure: A solution of 3-(p-Chlorophenyl)-1,1,1-trifluoro-2-propanone (10.0 g, 0.045 mol) and ethanol (60 mL) is treated with a solution of hydroxylamine hydrochloride (4.68 g, 0.067 mol) and water (20 mL) and then with a solution of sodium acetate (5.53 g, 0.067 mol) and water (20 mL). The reaction mixture is then refluxed for 2 hours, cooled to room temperature, diluted with water and extracted with ether. The combined organic extracts are washed sequentially with water and brine, dried over anhydrous ... Product: FC1=C(C=C(C=C1)F)C(CN1N=CN=C1)([C@@H](C)OC1OCCCC1)O ((3R)-2-(2,5-difluorophenyl)-3-(3,4,5,6-tetrahydro-2H-pyran-2-yloxy)-1-(1H-1,2,4-triazol-1-yl)-2-butanol). Procedure details: To a suspension of NaH (38.5 g, 60% in mineral oil, 0.962 mol, washed with hexane three times) in DMF (1 L) cooled in an ice-bath was added triazole (133 g, 1.92 mol) portionwise over a period of 30 min. After completion of the addition, the mixture was warmed to room temperature. The above crude 2-(2,5-Difluorophenyl)-2-[(1R)-1-(3,4,5,6,-tetrahydro-2H-pyran-2-yloxy)ethyl]oxirane was added and the mixture was heated at 70° C. for 8 h. After cooling to room temperature, the reaction mixture was q... The reactants are N1N=NC=C1 (triazole), [H-].[Na+] (NaH), CN(C)C=O (DMF), FC1=C(C=C(C=C1)F)C1(OC1)[C@@H](C)OC1OCCCC1 (2-(2,5-Difluorophenyl)-2-[(1R)-1-(3,4,5,6,-tetrahydro-2H-pyran-2-yloxy)ethyl]oxirane). RXN SMILES: [H-].[Na+].N1C=[CH:6][N:5]=[N:4]1.[F:8][C:9]1[CH:14]=[CH:13][C:12]([F:15])=[CH:11][C:10]=1[C:16]1([C@H:19]([O:21][CH:22]2[CH2:27][CH2:26][CH2:25][CH2:24][O:23]2)[CH3:20])[CH2:18][O:17]1.[CH3:28][N:29](C=O)C>>[F:8][C:9]1[CH:14]=[CH:13][C:12]([F:15])=[CH:11][C:10]=1[C:16]([OH:17])([C@H:19]([O:21][CH:22]1[CH2:27][CH2:26][CH2:25][CH2:24][O:23]1)[CH3:20])[CH2:18][N:5]1[CH:6]=[N:29][CH:28]=[N:4]1 |f:0.1|. Reactants: Cl.COC(C1=C(C=CC(=C1)N)Cl)=O (5-amino-2-chloro-benzoic acid methyl ester hydrochloride), N1=CC=CC=C1 (pyridine), C1(=CC=CC=C1)OC(=O)Cl (phenylchloroformate). Solvent: C(C)OC(C)=O (ethylacetate), C1CCOC1 (THF). The product is COC(C1=C(C=CC(=C1)NC(=O)OC1=CC=CC=C1)Cl)=O (2-Chloro-5-phenoxycarbonylamino-benzoic acid methyl ester). Isolated yield 52.3%. Reaction SMILES: Cl.[CH3:2][O:3][C:4](=[O:13])[C:5]1[CH:10]=[C:9]([NH2:11])[CH:8]=[CH:7][C:6]=1[Cl:12].N1C=CC=CC=1.[C:20]1([O:26][C:27](Cl)=[O:28])[CH:25]=[CH:24][CH:23]=[CH:22][CH:21]=1>C1COCC1.C(OC(=O)C)C>[CH3:2][O:3][C:4](=[O:13])[C:5]1[CH:10]=[C:9]([NH:11][C:27]([O:26][C:20]2[CH:25]=[CH:24][CH:23]=[CH:22][CH:21]=2)=[O:28])[CH:8]=[CH:7][C:6]=1[Cl:12] |f:0.1|. Reported procedure: To a stirred mixture of 5-amino-2-chloro-benzoic acid methyl ester hydrochloride (1.110 g, 5.0 mmol) and pyridine (0.79 g, 10.0 mmol) in anhydrous THF (15 mL) at 0° C. was added phenylchloroformate (0.95 g, 6.0 mmol). After warming to room temperature, the reaction mixture was diluted with ethylacetate (50 mL), washed sequentially with 10% HCl, water and brine and dried over sodium sulfate. Removal of solvent under vacuum and purification of the product by flash chromatography (10% ethyl acetate... The reactants are FC1=CC=C(CC2NCCC3=CC(=C(C=C23)OC)OC)C=C1 (1-(4-Fluoro-benzyl)-6,7-dimethoxy-1,2,3,4-tetrahydroisoquinoline), BrCC(=O)Br (2-bromoacetyl bromide), NC1CCC2=CC=CC=C12 (1-amino-indane). Product: FC1=CC=C(CC2N(CCC3=CC(=C(C=C23)OC)OC)CC(=O)NC2CCC3=CC=CC=C23)C=C1 (2-[1-(4-Fluoro-benzyl)-6,7-dimethoxy-3,4-dihydro-1H-isoquinolin-2-yl]-N-(indan-1-yl)-acetamide). As a reaction SMILES: [F:1][C:2]1[CH:22]=[CH:21][C:5]([CH2:6][CH:7]2[C:16]3[C:11](=[CH:12][C:13]([O:19][CH3:20])=[C:14]([O:17][CH3:18])[CH:15]=3)[CH2:10][CH2:9][NH:8]2)=[CH:4][CH:3]=1.Br[CH2:24][C:25](Br)=[O:26].[NH2:28][CH:29]1[C:37]2[C:32](=[CH:33][CH:34]=[CH:35][CH:36]=2)[CH2:31][CH2:30]1>>[F:1][C:2]1[CH:3]=[CH:4][C:5]([CH2:6][CH:7]2[C:16]3[C:11](=[CH:12][C:13]([O:19][CH3:20])=[C:14]([O:17][CH3:18])[CH:15]=3)[CH2:10][CH2:9][N:8]2[CH2:24][C:25]([NH:28][CH:29]2[C:37]3[C:32](=[CH:33][CH:34]=[CH:35][CH:36]=3)[CH2:31][CH2:30]2)=[O:26])=[CH:21][CH:22]=1. Reported procedure: prepared by reaction of 1-(4-Fluoro-benzyl)-6,7-dimethoxy-1,2,3,4-tetrahydroisoquinoline and 2-bromoacetyl bromide with 1-amino-indane